From a dataset of the Open Reaction Database (ORD), a public repository of structured organic reaction records. describe an organic reaction: reactants, conditions, products, and yield Reactants: O=C1Cc2cc(C(=O)O)ccc2N1, CCOP(=O)(Cl)OCC, c1ccc(CN2CCNCC2)cc1, CN(C)C, C1CCOC1. Yields the product O=C1Cc2cc(C(=O)N3CCN(Cc4ccccc4)CC3)ccc2N1. RXN SMILES: [C:1](=[O:2])([OH:3])[c:4]1[cH:5][c:6]2[c:10]([cH:11][cH:12]1)[NH:9][C:8](=[O:13])[CH2:7]2.[CH2:18]([O:19][P:20]([Cl:21])([O:22][CH2:23][CH3:24])=[O:25])[CH3:26].[CH2:27]([c:28]1[cH:29][cH:30][cH:31][cH:32][cH:33]1)[N:34]1[CH2:35][CH2:36][NH:37][CH2:38][CH2:39]1.[CH3:14][N:15]([CH3:16])[CH3:17].[O:40]1[CH2:41][CH2:42][CH2:43][CH2:44]1>>[C:1](=[O:3])([c:4]1[cH:5][c:6]2[c:10]([cH:11][cH:12]1)[NH:9][C:8](=[O:13])[CH2:7]2)[N:37]1[CH2:36][CH2:35][N:34]([CH2:27][c:28]2[cH:29][cH:30][cH:31][cH:32][cH:33]2)[CH2:39][CH2:38]1. The reactants are CC1=NC2=CC=CC=C2C(=C1)NC(C)=O (N-(2-methyl-quinolin-4-yl)acetamide), [OH-].[Na+] (NaOH). The product is CC1=NC=2CCCCC2C(=C1)NC(C)=O (N-(2-methyl-5,6,7,8-tetrahydroquinolin-4-yl) acetamide). Yield: 78.6%. RXN SMILES: [CH3:1][C:2]1[CH:11]=[C:10]([NH:12][C:13](=[O:15])[CH3:14])[C:9]2[C:4](=[CH:5][CH:6]=[CH:7][CH:8]=2)[N:3]=1.[OH-].[Na+]>>[CH3:1][C:2]1[CH:11]=[C:10]([NH:12][C:13](=[O:15])[CH3:14])[C:9]2[CH2:8][CH2:7][CH2:6][CH2:5][C:4]=2[N:3]=1 |f:1.2|. Procedure details: Reaction of N-(2-methyl-quinolin-4-yl)acetamide (136 mg, 0.679 mmol) using the general procedure for small scale hydrogenations (workup with NaOH in place of saturated NaHCO3) provided N-(2-methyl-5,6,7,8-tetrahydroquinolin-4-yl) acetamide (109 mg, 78%): 1H NMR δ 1.83-1.90 (m, 4H), 2.21 (s, 3H), 2.47 (s, 3H), 2.46-2.2.53 (m, 2H), 2.84-2.87 (m, 2H), 7.18 (br s, 1H), 7.82 (br s, 1H); 13C NMR δ 22.7, 22.8, 23.5, 24.6, 25.3, 33.1, 112.3, 117.3, 143.7, 156.4, 157.3, 169.0; MS m/z: 205 (M+H+). Reactants: FC=1C=C(C=CC1OC(C)C)S(=O)(=O)Cl (3-fluoro-4-isopropoxybenzene-1-sulfonyl chloride), CC1=NN(C(=C1)N)C1=C2C=CC=NC2=CC=C1 (3-methyl-1-(quinolin-5-yl)-1H-pyrazol-5-amine). The reagents and catalysts are CN(C)C=1C=CN=CC1 (DMAP). The solvent is N1=CC=CC=C1 (pyridine). Reaction conditions: temperature 85 celsius. Yields the product FC=1C=C(C=CC1OC(C)C)S(=O)(=O)NC1=CC(=NN1C1=C2C=CC=NC2=CC=C1)C (3-fluoro-4-isopropoxy-N-(3-methyl-1-(quinolin-5-yl)-1H-pyrazol-5-yl)benzenesulfonamide). Yield: 30.9%. As a reaction SMILES: [F:1][C:2]1[CH:3]=[C:4]([S:12](Cl)(=[O:14])=[O:13])[CH:5]=[CH:6][C:7]=1[O:8][CH:9]([CH3:11])[CH3:10].[CH3:16][C:17]1[CH:21]=[C:20]([NH2:22])[N:19]([C:23]2[CH:32]=[CH:31][CH:30]=[C:29]3[C:24]=2[CH:25]=[CH:26][CH:27]=[N:28]3)[N:18]=1>CN(C1C=CN=CC=1)C.N1C=CC=CC=1>[F:1][C:2]1[CH:3]=[C:4]([S:12]([NH:22][C:20]2[N:19]([C:23]3[CH:32]=[CH:31][CH:30]=[C:29]4[C:24]=3[CH:25]=[CH:26][CH:27]=[N:28]4)[N:18]=[C:17]([CH3:16])[CH:21]=2)(=[O:14])=[O:13])[CH:5]=[CH:6][C:7]=1[O:8][CH:9]([CH3:11])[CH3:10]. Reported procedure: A mixture of 3-fluoro-4-isopropoxybenzene-1-sulfonyl chloride (0.050 g, 0.19 mmol), 3-methyl-1-(quinolin-5-yl)-1H-pyrazol-5-amine (prepared from Example 4 step b, 0.025 g, 0.11 mmol), and DMAP (0.020 g, 0.16 mmol) in pyridine (2 mL) was heated at 85° C. for 2 h with stirring. After cooling to room temperature, the reaction mixture was concentrated in vacuo and the crude residue was purified by reverse phase HPLC(C18 column, acetonitrile-H2O with 0.1% TFA as eluent) to give the title compound as ... The reactants are C=CC(=O)OCCCCO, CCCC1CCC(C(=O)O)CC1, Cc1ccccc1, Cc1ccc(S(=O)(=O)O)cc1. Yields the product C=CC(=O)OCCCCOC(=O)C1CCC(CCC)CC1. Reaction SMILES: [C:13]([CH:14]=[CH2:15])(=[O:16])[O:17][CH2:18][CH2:19][CH2:20][CH2:21][OH:22].[CH2:1]([CH2:2][CH3:3])[CH:4]1[CH2:5][CH2:6][CH:7]([C:10](=[O:11])[OH:12])[CH2:8][CH2:9]1.[CH3:34][c:35]1[cH:36][cH:37][cH:38][cH:39][cH:40]1.[c:23]1([CH3:24])[cH:25][cH:26][c:27]([S:28]([OH:29])(=[O:30])=[O:31])[cH:32][cH:33]1>>[CH2:1]([CH2:2][CH3:3])[CH:4]1[CH2:5][CH2:6][CH:7]([C:10]([O:11][CH2:21][CH2:20][CH2:19][CH2:18][O:17][C:13]([CH:14]=[CH2:15])=[O:16])=[O:12])[CH2:8][CH2:9]1. Reactants: FC1=CC=C(CC2CCN(CC2)C=O)C=C1 ([4-(4-fluorobenzyl)piperidin-1-yl]methanone), Cl.FC1=CC=C(CC2CCNCC2)C=C1 (4-(4-fluorobenzyl)piperidine hydrochloride), C(CC(O)(C(=O)O)CC(=O)O)(=O)O (citric acid), C(C)(=O)C1=CNC2=CC(=C(C=C12)C(=O)O)Cl (3-acetyl-6-chloro-1H-indole-5-carboxylic acid), C(=O)(N1C=NC=C1)N1C=NC=C1 (carbonyldiimidazole). The solvent is C(C)N(CC)CC (triethylamine), CN(C=O)C (dimethylformamide). Run at time 1.5 hour. Yields the product C(C)(C)(C)C1=NC=CC(=N1)C1=CNC2=CC(=C(C=C12)C(=O)N1CCC(CC1)CC1=CC=C(C=C1)F)Cl ([3-(2-tert-Butyl-pyrimidin-4-yl)-6-chloro-1H-indol-5-yl]-[4-(4-fluorobenzyl)-piperidin-1-yl]-methanone). RXN SMILES: [F:1][C:2]1[CH:16]=[CH:15][C:5]([CH2:6][CH:7]2[CH2:12][CH2:11][N:10]([CH:13]=[O:14])[CH2:9][CH2:8]2)=[CH:4][CH:3]=1.C(C1[C:28]2[C:23](=[CH:24][C:25]([Cl:32])=[C:26](C(O)=O)[CH:27]=2)[NH:22][CH:21]=1)(=O)C.[C:33]([N:40]1[CH:44]=[CH:43]N=C1)([N:35]1[CH:39]=[CH:38]N=C1)=O.Cl.FC1C=[CH:58][C:50]([CH2:51]C2CCNCC2)=[CH:49]C=1.C(O)(=O)CC(CC(O)=O)(C(O)=O)O>CN(C)C=O.C(N(CC)CC)C>[C:50]([C:33]1[N:35]=[C:39]([C:38]2[C:28]3[C:23](=[CH:24][C:25]([Cl:32])=[C:26]([C:13]([N:10]4[CH2:11][CH2:12][CH:7]([CH2:6][C:5]5[CH:15]=[CH:16][C:2]([F:1])=[CH:3][CH:4]=5)[CH2:8][CH2:9]4)=[O:14])[CH:27]=3)[NH:22][CH:21]=2)[CH:43]=[CH:44][N:40]=1)([CH3:58])([CH3:51])[CH3:49] |f:3.4|. Procedure: Preparation of 3-acetyl-6-chloro-1H-indol-5-yl)[4-(4-fluorobenzyl)piperidin-1-yl]methanone. A mixture of 3-acetyl-6-chloro-1H-indole-5-carboxylic acid (0,098 g, 0.41 mmol) and carbonyldiimidazole (0.101 g, 0.62 mmol) in dimethylformamide (1.0 mL) was stirred at room temperature for 1.5 h under nitrogen. The reaction mixture was cooled in ice bath, added 4-(4-fluorobenzyl)piperidine hydrochloride (0.1 g, 0.45 mmol), and triethylamine (0.5 g). The resulting mixture was stirred at room temperature ... Reactants: COC=1C=C2C(=C(C(C2=CC1)=O)C1=CC=C(C=C1)C)C1=CC=CC=C1 (5-Methoxy-3-phenyl-2-(p-tolyl)-1H-inden-1-one), FC=1C=C(C=C(C1)F)C1=C(C(C2=CC=C(C=C12)OC)=O)C=1C=NC=CC1 (3-(3,5-difluorophenyl)-5-methoxy-2-(pyridin-3-yl)-1H-inden-1-one). The product is OC=1C=C2C(=C(C(C2=CC1)=O)C1=CC=C(C=C1)C)C1=CC=CC=C1 (5-Hydroxy-3-phenyl-2-(p-tolyl)-1H-inden-1-one). The yield is 90.0%. RXN SMILES: C[O:2][C:3]1[CH:4]=[C:5]2[C:9](=[CH:10][CH:11]=1)[C:8](=[O:12])[C:7]([C:13]1[CH:18]=[CH:17][C:16]([CH3:19])=[CH:15][CH:14]=1)=[C:6]2[C:20]1[CH:25]=[CH:24][CH:23]=[CH:22][CH:21]=1.FC1C=C(C2C3C(=CC=C(OC)C=3)C(=O)C=2C2C=NC=CC=2)C=C(F)C=1>>[OH:2][C:3]1[CH:4]=[C:5]2[C:9](=[CH:10][CH:11]=1)[C:8](=[O:12])[C:7]([C:13]1[CH:18]=[CH:17][C:16]([CH3:19])=[CH:15][CH:14]=1)=[C:6]2[C:20]1[CH:21]=[CH:22][CH:23]=[CH:24][CH:25]=1. Procedure details: The procedure of Step 5 of Example 128 was repeated except for using 5-methoxy-3-phenyl-2-(p-tolyl)-1H-inden-1-one obtained in Step 1 as a starting material instead of 3-(3,5-difluorophenyl)-5-methoxy-2-(pyridin-3-yl)-1H-inden-1-one to obtain the title compound (90%). The reactants are [OH-].[Na+] (sodium hydroxide), N1N=C(C2=C1C1=CC=CC=C1C2)C2=CC=C(C(=O)O)C=C2 (4-(1,4-dihydroindeno[1,2-c]pyrazol-3-yl)benzoic acid), ClC(=O)OC (methyl chloroformate), N (ammonia). The solvent is O1CCCC1 (tetrahydrofuran), C(C)N(CC)CC (triethylamine). Run at time 0.5 hour. The product is N1N=C(C2=C1C1=CC=CC=C1C2)C2=CC=C(C(=O)N)C=C2 (4-(1,4-dihydroindeno[1,2-c]pyrazol-3-yl)benzamide). As a reaction SMILES: [NH:1]1[C:5]2[C:6]3[C:11]([CH2:12][C:4]=2[C:3]([C:13]2[CH:21]=[CH:20][C:16]([C:17]([OH:19])=O)=[CH:15][CH:14]=2)=[N:2]1)=[CH:10][CH:9]=[CH:8][CH:7]=3.ClC(OC)=O.[NH3:27].[OH-].[Na+]>C(N(CC)CC)C.O1CCCC1>[NH:1]1[C:5]2[C:6]3[C:11]([CH2:12][C:4]=2[C:3]([C:13]2[CH:14]=[CH:15][C:16]([C:17]([NH2:27])=[O:19])=[CH:20][CH:21]=2)=[N:2]1)=[CH:10][CH:9]=[CH:8][CH:7]=3 |f:3.4|. Procedure details: A mixture of 4-(1,4-dihydroindeno[1,2-c]pyrazol-3-yl)benzoic acid (1.05 g) and dry tetrahydrofuran (30 ml) was stirred at ambient temperature whilst triethylamine (1.1 ml) was added. The mixture was stirred at ambient temperature for 0.5 h then cooled to 3° C. and methyl chloroformate (1.2 ml) was added dropwise over 5 to 10 minutes at 3-9° C. The mixture was stirred for 1 hour at 3-9° C. and then added to concentrated aqueous ammonia solution (70 ml, SG 0.880) with rapid stirring. The mixture w... Reactants: F[B-](F)(F)F.C(C)[O+](CC)CC (triethyloxonium fluoroborate), C(CCC)OC1=C(C(=O)N)C=CC=C1 (2-n-butoxybenzamide). Solvent: C(Cl)Cl (methylene chloride), C(Cl)Cl (methylene chloride). Reaction conditions: time 20 hour. Product: F[B-](F)(F)F.C(CCC)OC1=C(C(OCC)=N)C=CC=C1 (ethyl 2-n-butoxybenzimidate fluoroborate). The yield is 54.5%. Reaction SMILES: [F:1][B-:2]([F:5])([F:4])[F:3].[CH2:6]([O+](CC)CC)[CH3:7].[CH2:13]([O:17][C:18]1[CH:26]=[CH:25][CH:24]=[CH:23][C:19]=1[C:20]([NH2:22])=[O:21])[CH2:14][CH2:15][CH3:16]>C(Cl)Cl>[F:1][B-:2]([F:5])([F:4])[F:3].[CH2:13]([O:17][C:18]1[CH:26]=[CH:25][CH:24]=[CH:23][C:19]=1[C:20](=[NH:22])[O:21][CH2:6][CH3:7])[CH2:14][CH2:15][CH3:16] |f:0.1,4.5|. Procedure details: A solution of triethyloxonium fluoroborate (32.4 g., 0.171 mole) in methylene chloride (75 ml.) was added to a stirred solution of 2-n-butoxybenzamide [J. Pharm. Pharmacol., 4, 872 (1952)] (33.0 g., 0.171 mole) in methylene chloride (200 ml.) at 25°. The mixture was stirred at 25° for 20 hours. The solution was concentrated to about 1/15 of the original volume and then diluted with diethyl ether. The precipitated solid was recrystallized from methylene chloride-diethyl ether to give ethyl 2-n-bu... The reactants are OC1=C(C(=NC2=C(C=CC=C12)C(F)(F)F)C(CC)O)C(=O)NC=1SC=CN1 (4-hydroxy-2-(1-hydroxypropyl)-N-(2-thiazolyl)-8-trifluoromethyl-3-quinoline carboxamide), C(CCC)(=O)O (butyric acid). The product is C(CCC)(=O)OCCC (propyl butanoate). As a reaction SMILES: O[C:2]1[C:11]2C(=C(C(F)(F)F)C=CC=2)N=C(C(O)CC)[C:3]=1C(NC1SC=CN=1)=O.[C:28]([OH:33])(=[O:32])[CH2:29][CH2:30][CH3:31]>>[C:28]([O:33][CH2:3][CH2:2][CH3:11])(=[O:32])[CH2:29][CH2:30][CH3:31]. Procedure: Using the procedure of Example 15, 8 g of 4-hydroxy-2-(1-hydroxypropyl)-N-(2-thiazolyl)-8-trifluoromethyl-3-quinoline carboxamide and 2 ml of butyric acid were reacted to obtain 7.8 g of 1-[4-hydroxy-3-[(2-thiazolyamino)-carboxyl]-8-trifluoromethyl)-2-quinolinyl]-propyl butanoate melting at 203° C.